This data is from the Open Reaction Database (ORD), a public repository of structured organic reaction records. The task is: describe an organic reaction: reactants, conditions, products, and yield Starting materials: CC#N, O=C(CCCCBr)NC(=O)C1CC1, c1ccc(P(c2ccccc2)c2ccccc2)cc1. Yields the product [Br-], O=C(CCCC[P+](c1ccccc1)(c1ccccc1)c1ccccc1)NC(=O)C1CC1. Reaction SMILES: [CH3:33][C:34]#[N:35].[CH:1]1([C:4](=[O:5])[NH:6][C:7]([CH2:8][CH2:9][CH2:10][CH2:11][Br:12])=[O:13])[CH2:2][CH2:3]1.[c:14]1([P:20]([c:21]2[cH:22][cH:23][cH:24][cH:25][cH:26]2)[c:27]2[cH:28][cH:29][cH:30][cH:31][cH:32]2)[cH:15][cH:16][cH:17][cH:18][cH:19]1>>[Br-:12].[CH:1]1([C:4](=[O:5])[NH:6][C:7]([CH2:8][CH2:9][CH2:10][CH2:11][P+:20]([c:14]2[cH:15][cH:16][cH:17][cH:18][cH:19]2)([c:21]2[cH:22][cH:23][cH:24][cH:25][cH:26]2)[c:27]2[cH:28][cH:29][cH:30][cH:31][cH:32]2)=[O:13])[CH2:2][CH2:3]1. Reactants: solution, C(=O)(O)C(CC1=CC=C(C(=O)OC)C=C1)CCC1=CC=C(C=C1)C#N (Methyl 4-[2-carboxy-4-(4-cyanophenyl)butyl]benzoate), C([O-])(O)=O.[Na+] (sodium bicarbonate). The solvent is C1CCOC1 (THF). Run at time 4 hour. Product: C(#N)C1=CC=C(C=C1)CCC(CC1=CC=C(C(=O)OC)C=C1)CO (Methyl 4-[4-(4-cyanophenyl)-2-hydroxymethylbutyl]benzoate). Isolated yield 57.3%. RXN SMILES: [C:1]([CH:4]([CH2:16][CH2:17][C:18]1[CH:23]=[CH:22][C:21]([C:24]#[N:25])=[CH:20][CH:19]=1)[CH2:5][C:6]1[CH:15]=[CH:14][C:9]([C:10]([O:12][CH3:13])=[O:11])=[CH:8][CH:7]=1)(O)=[O:2].C(=O)(O)[O-].[Na+]>C1COCC1>[C:24]([C:21]1[CH:20]=[CH:19][C:18]([CH2:17][CH2:16][CH:4]([CH2:1][OH:2])[CH2:5][C:6]2[CH:7]=[CH:8][C:9]([C:10]([O:12][CH3:13])=[O:11])=[CH:14][CH:15]=2)=[CH:23][CH:22]=1)#[N:25] |f:1.2|. Procedure: 24.28 ml of a 1 M borane-THF complex solution (24.28 mmol) are added dropwise to a solution of 5.32 g (77% purity, 12.14 mmol) of methyl 4-[2-carboxy-4-(4-cyanophenyl)butyl]benzoate from Example 14A in 40 ml of THF at −15° C., and the solution is stirred at this temperature for 4 h. After reaction is complete, saturated sodium bicarbonate solution is added to the reaction mixture, and the solvent is concentrated to dryness. The residue is taken up in dichloromethane, dried over sodium sulfate an... The reactants are COC1=C(C=CC=C1)C=CC(C)=O (4-(2-methoxy-phenyl)-but-3-en-2-one), CC[O-].[Na+] (NaOEt), C(C)C(C(=O)[O-])(C(=O)[O-])CC (diethylmalonate), COC1=C(C=CC=C1)C=CC(C)=O (4-(2-methoxy-phenyl)-but-3-en-2-one). Solvent: C(C)O (ethanol). Conditions: time 20 minute. Yields the product COC1=C(C=CC=C1)C1CC(CC(C1)=O)=O (5-(2-Methoxy-phenyl)-cyclohexane-1,3-dione). As a reaction SMILES: [CH3:1][CH2:2][O-:3].[Na+].C(C(CC)(C([O-])=O)C([O-])=O)C.[CH3:16][O:17][C:18]1[CH:23]=[CH:22][CH:21]=[CH:20][C:19]=1[CH:24]=[CH:25][C:26](=[O:28])[CH3:27]>C(O)C>[CH3:16][O:17][C:18]1[CH:23]=[CH:22][CH:21]=[CH:20][C:19]=1[CH:24]1[CH2:1][C:2](=[O:3])[CH2:27][C:26](=[O:28])[CH2:25]1 |f:0.1|. Procedure: To a stirred solution of NaOEt (21% in EtOH) (9.8 ml, 26.5 mmol) under nitrogen was added diethylmalonate (3.7 ml, 24.3 mmol). The reaction mixture was stirred at ambient temperature for 20 min. 4-(2-methoxy-phenyl)-but-3-en-2-one (3.89 g, 22.1 mmol), Stage 1, was dissolved in ethanol (20 ml) and added to the reaction mixture, which was stirred at reflux and monitored by LC-MS until 4-(2-methoxy-phenyl)-but-3-en-2-one was consumed. The reaction mixture was cooled to ambient temperature. An aqueo... Reactants: C12(CC3CC(CC(C1)C3)C2)C(=O)O (Adamantane-1-carboxylic acid), [Mn](=O)(=O)(=O)[O-].[K+] (potassium permanganate). Reagents/catalysts: [OH-].[Na+] (sodium hydroxide). Yields the product C12(CC3CC(CC(C1)C3)C2)O (adamantan-1-ol), 4-carboxylic acid. Reaction SMILES: [C:1]12(C(O)=O)[CH2:10][CH:5]3[CH2:6][CH:7]([CH2:9][CH:3]([CH2:4]3)[CH2:2]1)[CH2:8]2.[Mn]([O-])(=O)(=O)=[O:15].[K+]>[OH-].[Na+]>[C:1]12([OH:15])[CH2:10][CH:5]3[CH2:6][CH:7]([CH2:9][CH:3]([CH2:4]3)[CH2:2]1)[CH2:8]2 |f:1.2,3.4|. Procedure details: Adamantane-1-carboxylic acid and potassium permanganate were reacted by oxidation using sodium hydroxide as a catalyst to obtain adamantan-1-ol, 4-carboxylic acid. The reactants are O=C([O-])[O-], CN(C)C(=O)N1CC2CC(C)(C#N)CC2C1, Cl, [K+], [K+], O. Product: CN(C)C(=O)N1CC2CC(C)(C(=O)O)CC2C1. Reaction SMILES: [C:17]([O-:18])([O-:19])=[O:20].[CH3:1][N:2]([C:3](=[O:4])[N:5]1[CH2:6][CH:7]2[CH:8]([CH2:9]1)[CH2:10][C:11]([CH3:13])([C:14]#[N:15])[CH2:12]2)[CH3:16].[ClH:23].[K+:21].[K+:22].[OH2:24]>>[CH3:1][N:2]([C:3](=[O:4])[N:5]1[CH2:6][CH:7]2[CH:8]([CH2:9]1)[CH2:10][C:11]([CH3:13])([C:17]([OH:18])=[O:20])[CH2:12]2)[CH3:16]. Starting materials: C(C)(=O)OC1=CC=C(C(=O)SC2=C(C=C(C(=C2)Cl)Cl)Cl)C=C1 (S-(2,4,5-Trichlorophenyl) 4-(acetoxy)thiobenzoate), Cl (hydrochloric acid). Run in O1CCCC1 (tetrahydrofuran). Conditions: time 8 hour. Yields the product OC1=CC=C(C(=O)SC2=C(C=C(C(=C2)Cl)Cl)Cl)C=C1 (S-(2,4,5-Trichlorophenyl) 4-(hydroxy)thiobenzoate). The yield is 60.8%. RXN SMILES: C([O:4][C:5]1[CH:22]=[CH:21][C:8]([C:9]([S:11][C:12]2[CH:17]=[C:16]([Cl:18])[C:15]([Cl:19])=[CH:14][C:13]=2[Cl:20])=[O:10])=[CH:7][CH:6]=1)(=O)C.Cl>O1CCCC1>[OH:4][C:5]1[CH:22]=[CH:21][C:8]([C:9]([S:11][C:12]2[CH:17]=[C:16]([Cl:18])[C:15]([Cl:19])=[CH:14][C:13]=2[Cl:20])=[O:10])=[CH:7][CH:6]=1. Procedure: S-(2,4,5-Trichlorophenyl) 4-(acetoxy)thiobenzoate (10 g) in tetrahydrofuran was treated with 25 ml of 5.6M hydrochloric acid and stirred at room temperature overnight. The solvents were evaporated in vacuo to give a product which was purified by column chromatography (silica; ethyl acetate-hexane mixtures as eluant) to afford the title compound (5.4 g). The reactants are BrC=1C=CC2=C(C=3N(CCO2)C(=C(N3)C(=O)N)C(=O)NCC3COC3)C1 (10-bromo-N3-(oxetan-3-ylmethyl)-5,6-dihydrobenzo[f]imidazo[1,2-d][1,4]oxazepine-2,3-dicarboxamide), CC1=CC(=NO1)[C@@](C)(C#C)O ((2R)-2-(5-methyl-1,2-oxazol-3-yl)but-3-yn-2-ol), C(C)(C)(C)NC(=O)C1=C(N=C2N1CCOC1=C2C=C(C=C1)C#C[C@](C)(C1=NOC(=C1)C)O)C(=O)N ((R)—N3-(tert-butyl)-10-(3-hydroxy-3-(5-methylisoxazol-3-yl)but-1-yn-1-yl)-5,6-dihydrobenzo[f]imidazo[1,2-d][1,4]oxazepine-2,3-dicarboxamide), CNC1COC1 (3-methylaminooxetane). The product is O[C@@](C#CC=1C=CC2=C(C=3N(CCO2)C(=C(N3)C(=O)N)C(=O)NCC3COC3)C1)(C)C1=NOC(=C1)C ((R)-10-(3-hydroxy-3-(5-methylisoxazol-3-yl)but-1-yn-1-yl)-N3-(oxetan-3-ylmethyl)-5,6-dihydrobenzo [f]imidazo[1,2-d][1,4]oxazepine-2,3-dicarboxamide). Isolated yield 2.0%. As a reaction SMILES: Br[C:2]1[CH:3]=[CH:4][C:5]2[O:11][CH2:10][CH2:9][N:8]3[C:12]([C:18]([NH:20][CH2:21][CH:22]4[CH2:25][O:24][CH2:23]4)=[O:19])=[C:13]([C:15]([NH2:17])=[O:16])[N:14]=[C:7]3[C:6]=2[CH:26]=1.C(NC(C1N2CCOC3C=CC([C:48]#[C:49][C@@:50]([OH:58])([C:52]4[CH:56]=[C:55]([CH3:57])[O:54][N:53]=4)[CH3:51])=CC=3C2=NC=1C(N)=O)=O)(C)(C)C.CNC1COC1.CC1ON=C([C@](O)(C#C)C)C=1>>[OH:58][C@:50]([C:52]1[CH:56]=[C:55]([CH3:57])[O:54][N:53]=1)([CH3:51])[C:49]#[C:48][C:2]1[CH:3]=[CH:4][C:5]2[O:11][CH2:10][CH2:9][N:8]3[C:12]([C:18]([NH:20][CH2:21][CH:22]4[CH2:25][O:24][CH2:23]4)=[O:19])=[C:13]([C:15]([NH2:17])=[O:16])[N:14]=[C:7]3[C:6]=2[CH:26]=1. Procedure: Similar to as described in General Procedure G, 10-bromo-N3-(oxetan-3-ylmethyl)-5,6-dihydrobenzo[f]imidazo[1,2-d][1,4]oxazepine-2,3-dicarboxamide (prepared as described in the synthesis of (R)—N3-(tert-butyl)-10-(3-hydroxy-3-(5-methylisoxazol-3-yl)but-1-yn-1-yl)-5,6-dihydrobenzo[f]imidazo[1,2-d][1,4]oxazepine-2,3-dicarboxamide replacing tert-butyl amine with 3-methylaminooxetane) was reacted with (2R)-2-(5-methyl-1,2-oxazol-3-yl)but-3-yn-2-ol to give the titled compound as an off-white solid (6....